This data is from the Open Reaction Database (ORD), a public repository of structured organic reaction records. The task is: describe an organic reaction: reactants, conditions, products, and yield Reactants: Cl (hydrochloric acid), C([O-])(O)=O.[Na+] (sodium bicarbonate), BrC1=CC(=C(C=C1)Cl)CC1=CC=C(C=C1)OCC (4-bromo-1-chloro-2-(4-ethoxybenzyl)benzene), [Li]CCCC (n-BuLi), C[Si](O[C@H]1C(O[C@@H]([C@H]([C@@H]1O[Si](C)(C)C)O[Si](C)(C)C)CO[Si](C)(C)C)=O)(C)C ((3R,4S,5R,6R)-3,4,5-tris(trimethylsilyloxy)-6-((trimethylsilyloxy)methyl)tetrahydro-2H-pyran-2-one). Solvent: CO (methanol), C1(=CC=CC=C1)C (toluene), C1(=CC=CC=C1)C.C1CCOC1 (toluene THF). Reaction conditions: temperature -65 celsius, time 30 minute. The product is ClC1=C(C=C(C=C1)[C@@]1(O[C@@H]([C@H]([C@@H]([C@H]1O)O)O)CO)OC)CC1=CC=C(C=C1)OCC ((2S,3R,4S,5S,6R)-2-(4-chloro-3-(4-ethoxybenzyl)phenyl)-6-(hydroxymethyl)-2-methoxytetrahydro-2H-pyran-3,4,5-triol). Reaction SMILES: Br[C:2]1[CH:7]=[CH:6][C:5]([Cl:8])=[C:4]([CH2:9][C:10]2[CH:15]=[CH:14][C:13]([O:16][CH2:17][CH3:18])=[CH:12][CH:11]=2)[CH:3]=1.[Li][CH2:20]CCC.C[Si](C)(C)[O:26][C@@H:27]1[C@@H:32]([O:33][Si](C)(C)C)[C@H:31]([O:38][Si](C)(C)C)[C@@H:30]([CH2:43][O:44][Si](C)(C)C)[O:29][C:28]1=[O:49].Cl.C(=O)(O)[O-].[Na+]>C1(C)C=CC=CC=1.C1COCC1.C1(C)C=CC=CC=1.CO>[Cl:8][C:5]1[CH:6]=[CH:7][C:2]([C@@:28]2([O:49][CH3:20])[C@H:27]([OH:26])[C@@H:32]([OH:33])[C@H:31]([OH:38])[C@@H:30]([CH2:43][OH:44])[O:29]2)=[CH:3][C:4]=1[CH2:9][C:10]1[CH:15]=[CH:14][C:13]([O:16][CH2:17][CH3:18])=[CH:12][CH:11]=1 |f:4.5,6.7|. Procedure details: To a solution of Example 1B (200 g, 0.614 mol) in anhydrous toluene/THF (1.2 L, 2:1 (v/v)) was added n-BuLi (2.5 M in hexane, 295 mL) dropwise at −65° C. The reaction was stirred at −65° C. for 30 min. Then the mixture was transferred by a cannula to a solution of (3R,4S,5R,6R)-3,4,5-tris(trimethylsilyloxy)-6-((trimethylsilyloxy)methyl)tetrahydro-2H-pyran-2-one) (373 g, 0.798 mol) in toluene (1.2 L) at −65° C. The mixture was stirred at −65° C. until starting material was consumed (2 h). The rea... The reactants are C(C)(C)(C)OC(=O)N1CCC(CC1)COC1=CC=C(C=O)C=C1 (4-(N-t-butyloxycarbonylpiperidin-4-ylmethoxy)benzaldehyde), Cl.NO (hydroxylamine hydrochloride). The solvent is CO.N1=CC=CC=C1 (MeOH pyridine). Product: C(C)(C)(C)OC(=O)N1CCC(CC1)COC1=CC=C(C=NO)C=C1 (4-(N-t-Butyloxycarbonylpiperidin-4-ylmethoxy)benzaldoxime). The yield is 96.5%. Reaction SMILES: [C:1]([O:5][C:6]([N:8]1[CH2:13][CH2:12][CH:11]([CH2:14][O:15][C:16]2[CH:23]=[CH:22][C:19]([CH:20]=O)=[CH:18][CH:17]=2)[CH2:10][CH2:9]1)=[O:7])([CH3:4])([CH3:3])[CH3:2].Cl.[NH2:25][OH:26]>CO.N1C=CC=CC=1>[C:1]([O:5][C:6]([N:8]1[CH2:13][CH2:12][CH:11]([CH2:14][O:15][C:16]2[CH:23]=[CH:22][C:19]([CH:20]=[N:25][OH:26])=[CH:18][CH:17]=2)[CH2:10][CH2:9]1)=[O:7])([CH3:4])([CH3:3])[CH3:2] |f:1.2,3.4|. Procedure: A mixture of 4-(N-t-butyloxycarbonylpiperidin-4-ylmethoxy)benzaldehyde (3.16 g, 9.89 mmol) and hydroxylamine hydrochloride (1.27 g, 18.3 mmol) in 9:1 MeOH/pyridine (30 mL) was heated at reflux for 18 hours. The mixture was cooled to room temperature and concentrated to dryness. The residue was dissolved in EtOAc and washed with 0.1M HCl (3×), water, sat. CuSO4 (2×), water, sat. NaCl, dried (MgSO4) and concentrated, giving 3.19 g (96%) of the oxime; mp: 140.1°-141.8° C.; 1H NMR (300 MHz, CDCl3) δ... Starting materials: crude product, BrC1=C(CCO)C=CC=C1 (2-Bromophenethyl alcohol), C[Si](C(C)(C)C(C)C)(C)Cl (Dimethylthexylsilyl chloride), N1C=NC=C1 (imidazole). Reaction conditions: temperature 0 celsius. As a reaction SMILES: [Br:1][C:2]1[CH:10]=[CH:9][CH:8]=[CH:7][C:3]=1[CH2:4][CH2:5][OH:6].N1C=CN=C1.[CH3:16][Si:17](Cl)([CH3:24])[C:18]([CH:21]([CH3:23])[CH3:22])([CH3:20])[CH3:19]>C(Cl)Cl.O.CCOCC>[Br-:1].[CH3:16][Si:17]([CH3:24])([C:18]([CH3:20])([CH3:19])[CH:21]([CH3:23])[CH3:22])[O:6][CH2:5][CH2:4][C:3]1[CH:7]=[CH:8][CH:9]=[CH:10][CH:2]=1 |f:6.7|. The solvent is O (H2O), CCOCC (ether), C(Cl)Cl (CH2Cl2). Procedure: 2-Bromophenethyl alcohol (43.80 g, 217.9 mmol) was dissolved in anhydrous CH2Cl2 (200 mL) and imidazole (16.32 g, 239.6 mmol) was added and stirred under argon 0° C. Dimethylthexylsilyl chloride (42.83 g, 239.6 mmol) was added dropwise and the reaction mixture was stirred for three days at room temperature. It was diluted with H2O (50 mL) and ether (100 mL) and partitioned. The aqueous layer was extracted with ether (2×100 mL). The combined organic layers were washed with 5% aqueous HCl (1 time)... Product: [Br-].C[Si](OCCC1=CC=CC=C1)(C(C(C)C)(C)C)C (2-[2-[[Dimethyl(1,1,2-trimethylpropyl)silyl]oxy]ethyl]benzene bromide). The reactants are OC(C)(C)C=1N=C(N(C1C(=O)OCC)CC1=CC=C(C=C1)C1=C(C=CC=C1)C1=NN=NN1)SC (ethyl 4-(1-hydroxy-1-methylethyl)-2-methylthio-1-{4-[2-(tetrazol-5-yl)phenyl]phenyl}methylimidazole-5-carboxylate), O.[OH-].[Li+] (lithium hydroxide monohydrate), O (water). Solvent: O1CCOCC1 (dioxane). Run at time 24 hour. The product is OC(C)(C)C=1N=C(N(C1C(=O)O)CC1=CC=C(C=C1)C1=C(C=CC=C1)C1=NN=NN1)SC (4-(1-Hydroxy-1-methylethyl)-2-methylthio-1-{4-[2-(tetrazol-5-yl)phenyl]phenyl}methylimidazole-5-carboxylic acid). The yield is 61.6%. Reaction SMILES: [OH:1][C:2]([C:5]1[N:6]=[C:7]([S:33][CH3:34])[N:8]([CH2:15][C:16]2[CH:21]=[CH:20][C:19]([C:22]3[CH:27]=[CH:26][CH:25]=[CH:24][C:23]=3[C:28]3[NH:32][N:31]=[N:30][N:29]=3)=[CH:18][CH:17]=2)[C:9]=1[C:10]([O:12]CC)=[O:11])([CH3:4])[CH3:3].O.[OH-].[Li+].O>O1CCOCC1>[OH:1][C:2]([C:5]1[N:6]=[C:7]([S:33][CH3:34])[N:8]([CH2:15][C:16]2[CH:21]=[CH:20][C:19]([C:22]3[CH:27]=[CH:26][CH:25]=[CH:24][C:23]=3[C:28]3[NH:32][N:31]=[N:30][N:29]=3)=[CH:18][CH:17]=2)[C:9]=1[C:10]([OH:12])=[O:11])([CH3:4])[CH3:3] |f:1.2.3|. Procedure: 500 mg of ethyl 4-(1-hydroxy-1-methylethyl)-2-methylthio-1-{4-[2-(tetrazol-5-yl)phenyl]phenyl}methylimidazole-5-carboxylate [prepared as described in Example 105(b)] and 131 mg of lithium hydroxide monohydrate were added to a mixture of 5 ml of water and 5 ml of dioxane, and the resulting mixture was stirred at room temperature for 24 hours. At the end of this time, the reaction mixture was concentrated by evaporation under reduced pressure, and the resulting residue was dissolved in water. 3.1 ...